From a dataset of the Open Reaction Database (ORD), a public repository of structured organic reaction records. describe an organic reaction: reactants, conditions, products, and yield The reactants are [OH-].[K+] (potassium hydroxide), ice water, OC1=C(C=CC=C1)C1=C(C=CC=C1)O (2,2'-dihydroxy-biphenyl), [N+](=O)([O-])C1=CC=C(C=C1)Cl (p-nitrochlorobenzene). Run in O (water), CS(=O)C (dimethylsulphoxide). Reaction conditions: temperature 80 celsius. Product: [N+](=O)([O-])C1=CC=C(OC2=C(C=CC=C2)C2=C(C=CC=C2)OC2=CC=C(C=C2)[N+](=O)[O-])C=C1 (2,2'-di-(p-nitrophenoxy)-biphenyl). The yield is 15.0%. RXN SMILES: [OH:1][C:2]1[CH:7]=[CH:6][CH:5]=[CH:4][C:3]=1[C:8]1[CH:13]=[CH:12][CH:11]=[CH:10][C:9]=1[OH:14].[N+:15]([C:18]1[CH:23]=[CH:22][C:21](Cl)=[CH:20][CH:19]=1)([O-:17])=[O:16].[OH-:25].[K+]>CS(C)=O.O>[N+:15]([C:18]1[CH:23]=[CH:22][C:21]([O:1][C:2]2[CH:7]=[CH:6][CH:5]=[CH:4][C:3]=2[C:8]2[CH:13]=[CH:12][CH:11]=[CH:10][C:9]=2[O:14][C:21]2[CH:22]=[CH:23][C:18]([N+:15]([O-:16])=[O:25])=[CH:19][CH:20]=2)=[CH:20][CH:19]=1)([O-:17])=[O:16] |f:2.3|. Procedure details: 37.2 g (0.2 mol) of 2,2'-dihydroxy-biphenyl and 63 g (0.4 mol) of p-nitrochlorobenzene are dissolved in 160 ml of dimethylsulphoxide (DMSO) in a sulphonation flask and the solution is warmed to 80° C. A solution of 26.4 g (0.4 mol) of 85% strength potassium hydroxide in 20 ml of water is then added dropwise, whilst stirring, and the reaction solution is subsequently further stirred for 3 hours at 100°-110° C. After cooling, the reaction solution is poured into ice water and the resulting precipi...